This data is from the Open Reaction Database (ORD), a public repository of structured organic reaction records. The task is: describe an organic reaction: reactants, conditions, products, and yield Reactants: [C-]#N, Cl, N#C[K], O=N[O-], Nc1ccc(C(=O)CCC(=O)O)cc1[N+](=O)[O-], [Na+]. Yields the product N#Cc1ccc(C(=O)CCC(=O)O)cc1[N+](=O)[O-]. RXN SMILES: [C-:22]#[N:23].[ClH:24].[K:25][C:26]#[N:27].[N:18]([O-:19])=[O:20].[NH2:1][c:2]1[c:3]([N+:15](=[O:16])[O-:17])[cH:4][c:5]([C:6](=[O:7])[CH2:8][CH2:9][C:10](=[O:11])[OH:12])[cH:13][cH:14]1.[Na+:21]>>[c:2]1([C:22]#[N:23])[c:3]([N+:15](=[O:16])[O-:17])[cH:4][c:5]([C:6](=[O:7])[CH2:8][CH2:9][C:10](=[O:11])[OH:12])[cH:13][cH:14]1. Reactants: C(=O)OC (methyl formate), C[O-].[Na+].CO (sodium methoxide methanol), BrCCC (1-bromopropane), C(CC)=O (propionaldehyde), C(=O)OC (methyl formate). Solvent: C1=CC=CC=C1 (benzene). Yields the product sodium enolate, CC(C=O)C=O (methylmalonaldehyde), CC(C=O)=COCCC (2-methyl-3-propoxypropenal). Yield: 82.0%. As a reaction SMILES: [CH:1]([O:3][CH3:4])=[O:2].C[O-].[Na+].CO.[CH:10](=[O:13])[CH2:11][CH3:12].Br[CH2:15][CH2:16][CH3:17]>C1C=CC=CC=1>[CH3:12][CH:11]([CH:4]=[O:3])[CH:10]=[O:13].[CH3:12][C:11](=[CH:1][O:2][CH2:15][CH2:16][CH3:17])[CH:10]=[O:13] |f:1.2.3|. Reported procedure: The sodium enolate of methylmalonaldehyde was prepared using methyl formate, sodium methoxide/methanol solution, and propionaldehyde exactly as described by the procedure of Example I. After addition of 5 mL of benzene to this mixture, excess methyl formate was removed by fractional distillation in accordance with Example II. Once the formate ester had been removed, 4.0 mL of N,N-dimethylformamide (spectrophotometric grade) was added to the mixture and distillative removal of methyl alcohol and ... Reactants: ClCC1=NC2=CC=CC=C2C=C1 (2-Chloromethylquinoline), hydrochloride salt, OC1=CC=C2CC(C(C2=C1)=O)C (6-Hydroxy-2-methyl-1-indanone), C([O-])([O-])=O.[K+].[K+] (potassium carbonate), C1COCCOCCOCCOCCOCCO1 (18-crown-6). Run in C(C)#N (acetonitrile), CCCCCC (hexane). Reaction conditions: time 15 minute. Yields the product N1=C(C=CC2=CC=CC=C12)COC1=CC=C2CC(C(C2=C1)=O)C (6-(2-Quinolinylmethoxy)-2-methyl-1-indanone). Isolated yield 84.8%. Reaction SMILES: [OH:1][C:2]1[CH:10]=[C:9]2[C:5]([CH2:6][CH:7]([CH3:12])[C:8]2=[O:11])=[CH:4][CH:3]=1.C(=O)([O-])[O-].[K+].[K+].C1OCCOCCOCCOCCOCCOC1.Cl[CH2:38][C:39]1[CH:48]=[CH:47][C:46]2[C:41](=[CH:42][CH:43]=[CH:44][CH:45]=2)[N:40]=1>CCCCCC.C(#N)C>[N:40]1[C:41]2[C:46](=[CH:45][CH:44]=[CH:43][CH:42]=2)[CH:47]=[CH:48][C:39]=1[CH2:38][O:1][C:2]1[CH:10]=[C:9]2[C:5]([CH2:6][CH:7]([CH3:12])[C:8]2=[O:11])=[CH:4][CH:3]=1 |f:1.2.3|. Reported procedure: A mixture of the phenol (15.16 g, 93.58 mmole) of Step D, powdered anhydrous potassium carbonate (12.93 g, 93.6 mmole), 18-crown-6 (2.47 g, 9.36 mmole) and dry acetonitrile (200 mL) is stirred at room temperature under a nitrogen for 15 minutes. 2-Chloromethylquinoline (free base, freshly prepared from 18.29 g or 102.96 mmole of the hydrochloride salt) is added in one portion and the mixture is placed in an oil bath heated at 65° C. for 11 hours (TLC, dichloromethanemethanol 9:1, UV). The solven... The reactants are CCn1c(C)c(-c2ccc(CC(NC(=O)c3c(C)cccc3Cl)C(=O)OC)cc2)c(=O)n(CC)c1=O, CCO, [Na+], [OH-]. The product is CCn1c(C)c(-c2ccc(CC(NC(=O)c3c(C)cccc3Cl)C(=O)O)cc2)c(=O)n(CC)c1=O. Reaction SMILES: [CH3:1][O:2][C:3]([CH:4]([NH:5][C:6](=[O:7])[c:8]1[c:9]([Cl:15])[cH:10][cH:11][cH:12][c:13]1[CH3:14])[CH2:16][c:17]1[cH:18][cH:19][c:20](-[c:23]2[c:24](=[O:35])[n:25]([CH2:33][CH3:34])[c:26](=[O:32])[n:27]([CH2:30][CH3:31])[c:28]2[CH3:29])[cH:21][cH:22]1)=[O:36].[CH3:39][CH2:40][OH:41].[Na+:38].[OH-:37]>>[O:2]=[C:3]([CH:4]([NH:5][C:6](=[O:7])[c:8]1[c:9]([Cl:15])[cH:10][cH:11][cH:12][c:13]1[CH3:14])[CH2:16][c:17]1[cH:18][cH:19][c:20](-[c:23]2[c:24](=[O:35])[n:25]([CH2:33][CH3:34])[c:26](=[O:32])[n:27]([CH2:30][CH3:31])[c:28]2[CH3:29])[cH:21][cH:22]1)[OH:36].